This data is from the Open Reaction Database (ORD), a public repository of structured organic reaction records. The task is: describe an organic reaction: reactants, conditions, products, and yield Reactants: [N+](=O)([O-])C1=CC=C(CN2CSCC2)C=C1 (3-(4-nitrobenzyl)-thiazolidine), Dihydrated tin chloride. Solvent: Cl (hydrochloric acid). The product is NC1=CC=C(CN2CSCC2)C=C1 (3-(4-aminobenzyl)-thiazolidine). Isolated yield 61.8%. Reaction SMILES: [N+:1]([C:4]1[CH:15]=[CH:14][C:7]([CH2:8][N:9]2[CH2:13][CH2:12][S:11][CH2:10]2)=[CH:6][CH:5]=1)([O-])=O>Cl>[NH2:1][C:4]1[CH:15]=[CH:14][C:7]([CH2:8][N:9]2[CH2:13][CH2:12][S:11][CH2:10]2)=[CH:6][CH:5]=1. Procedure details: 3-(4-nitrobenzyl)-thiazolidine (1.1 g, 5 mmoles) is put into solution in 10 ml concentrated hydrochloric acid at 0° C. Dihydrated tin chloride (7.7 g, 34 mmoles) is added in portions, the mixture is heated for 2 hours under reflux and the acid is evaporated off under reduced pressure. The residue is then taken up in 20 ml of water and neutralized with a 2N soda solution (approximately 100 ml). 100 ml of dichloromethane is added to the medium and the whole is filtered on celite in order to elimin... The reactants are Cc1cc(N2CCOCC2)ccc1N=C=S, CN1C(=O)C(N)N=C(c2ccccc2)c2cc(F)ccc21. Product: Cc1cc(N2CCOCC2)ccc1NC(=S)NC1N=C(c2ccccc2)c2cc(F)ccc2N(C)C1=O. As a reaction SMILES: [N:22](=[C:23]=[S:24])[c:25]1[c:26]([CH3:37])[cH:27][c:28]([N:31]2[CH2:32][CH2:33][O:34][CH2:35][CH2:36]2)[cH:29][cH:30]1.[NH2:1][CH:2]1[C:3](=[O:21])[N:4]([CH3:20])[c:5]2[c:6]([cH:15][c:16]([F:19])[cH:17][cH:18]2)[C:7]([c:9]2[cH:10][cH:11][cH:12][cH:13][cH:14]2)=[N:8]1>>[NH:1]([CH:2]1[C:3](=[O:21])[N:4]([CH3:20])[c:5]2[c:6]([cH:15][c:16]([F:19])[cH:17][cH:18]2)[C:7]([c:9]2[cH:10][cH:11][cH:12][cH:13][cH:14]2)=[N:8]1)[C:23]([NH:22][c:25]1[c:26]([CH3:37])[cH:27][c:28]([N:31]2[CH2:32][CH2:33][O:34][CH2:35][CH2:36]2)[cH:29][cH:30]1)=[S:24]. Reactants: CN1N=CC(=C1)C1=CN=C2C(=N1)N(N=N2)C[C@@H]2CN(CCO2)C2=NC=C(C=N2)C=2C=NN(C2)CCOC2OCCCC2 ((2S)-2-((6-(1-methyl-1H-pyrazol-4-yl)-1H-[1,2,3]triazolo[4,5-b]pyrazin-1-yl)methyl)-4-(5-(1-(2-(tetrahydro-2H-pyran-2-yloxy)ethyl)-1H-pyrazol-4-yl)pyrimidin-2-yl)morpholine), Cl (HCl). Run in O1CCOCC1 (dioxane). Run at time 8 hour. The product is Cl.CN1N=CC(=C1)C1=CN=C2C(=N1)N(N=N2)C[C@H]2OCCN(C2)C2=NC=C(C=N2)C=2C=NN(C2)CCO ((S)-2-(4-(2-(2-((6-(1-methyl-1H-pyrazol-4-yl)-1H-[1,2,3]triazolo[4,5-b]pyrazin-1-yl)methyl)morpholino)pyrimidin-5-yl)-1H-pyrazol-1-yl)ethanol hydrochloride). Isolated yield 89.0%. Reaction SMILES: [CH3:1][N:2]1[CH:6]=[C:5]([C:7]2[N:12]=[C:11]3[N:13]([CH2:16][C@H:17]4[O:22][CH2:21][CH2:20][N:19]([C:23]5[N:28]=[CH:27][C:26]([C:29]6[CH:30]=[N:31][N:32]([CH2:34][CH2:35][O:36]C7CCCCO7)[CH:33]=6)=[CH:25][N:24]=5)[CH2:18]4)[N:14]=[N:15][C:10]3=[N:9][CH:8]=2)[CH:4]=[N:3]1.[ClH:43]>O1CCOCC1>[ClH:43].[CH3:1][N:2]1[CH:6]=[C:5]([C:7]2[N:12]=[C:11]3[N:13]([CH2:16][C@@H:17]4[CH2:18][N:19]([C:23]5[N:24]=[CH:25][C:26]([C:29]6[CH:30]=[N:31][N:32]([CH2:34][CH2:35][OH:36])[CH:33]=6)=[CH:27][N:28]=5)[CH2:20][CH2:21][O:22]4)[N:14]=[N:15][C:10]3=[N:9][CH:8]=2)[CH:4]=[N:3]1 |f:3.4|. Procedure: (2S)-2-((6-(1-methyl-1H-pyrazol-4-yl)-1H-[1,2,3]triazolo[4,5-b]pyrazin-1-yl)methyl)-4-(5-(1-(2-(tetrahydro-2H-pyran-2-yloxy)ethyl)-1H-pyrazol-4-yl)pyrimidin-2-yl)morpholine 290 mg (0.51 mmol) was dissolved in MC 20 ml, and 4 M HCl in dioxane 2 ml was added. The mixture was stirred at room temperature overnight, and when the reaction was completed, the reaction mixture was concentrated under reduced pressure. MC and 4 M HCl in dioxane were removed, and ether was added to precipitate a solid, foll... Reaction SMILES: Br[C:2]1[CH:3]=[N:4][CH:5]=[C:6]([Br:8])[CH:7]=1.[Li]CCCC.CN([CH:17]=[O:18])C>CCOCC>[Br:8][C:6]1[CH:7]=[C:2]([CH:17]=[O:18])[CH:3]=[N:4][CH:5]=1. Starting materials: BrC=1C=NC=C(C1)Br (3,5-dibromopyridine), [Li]CCCC (n-BuLi), final mixture, CN(C)C=O (DMF). Solvent: CCOCC (Et2O). Procedure details: To a solution of 3,5-dibromopyridine (1.0 eq.) in Et2O (0.1M) at −78° C. was added n-BuLi (1.05 eq.). The mixture was stirred for 30 min at −78° C. then DMF (3.0 eq.) was added. The final mixture was warmed to rt, stirred for 3 h, quenched using saturated aqueous NH4Cl and extracted with EtOAc (2×). The combined organic extracts were washed with brine, dried over MgSO4, filtered and concentrated. Flash chromatography (Hex:EtOAc; 4:1) afforded the title compound as an oil. Conditions: temperature -78 celsius, time 30 minute. Product: BrC=1C=C(C=NC1)C=O (5-Bromo-pyridine-3-carbaldehyde). Reactants: C(CCCCCCC)C1=CC=C(C(=O)C2C(C2)C(=O)OCC)C=C1 (ethyl 2-(4-n-octylbenzoyl)cyclopropane carboxylate), [OH-].[Na+] (NaOH). The solvent is O (water). Yields the product C(CCCCCCC)C1=CC=C(C(=O)C2C(C2)C(=O)O)C=C1 (2-(4-n-octylbenzoyl) cyclopropane carboxylic acid). As a reaction SMILES: [CH2:1]([C:9]1[CH:24]=[CH:23][C:12]([C:13]([CH:15]2[CH2:17][CH:16]2[C:18]([O:20]CC)=[O:19])=[O:14])=[CH:11][CH:10]=1)[CH2:2][CH2:3][CH2:4][CH2:5][CH2:6][CH2:7][CH3:8].[OH-].[Na+]>O>[CH2:1]([C:9]1[CH:24]=[CH:23][C:12]([C:13]([CH:15]2[CH2:17][CH:16]2[C:18]([OH:20])=[O:19])=[O:14])=[CH:11][CH:10]=1)[CH2:2][CH2:3][CH2:4][CH2:5][CH2:6][CH2:7][CH3:8] |f:1.2|. Reported procedure: Aluminum chloride (6.93 g) is added in one portion to a solution of 2-ethoxycarbonyl-cyclopropane carboxylic acid chloride (4.17 g) and 1-phenyloctane (4.49 g) in methylene chloride (100 ml). After the initial exothermic reaction subsides, the mixture is heated under reflux for 16 hours. The mixture is cooled and poured into ice water (500 ml) containing conc. hydrochloric acid (50 ml). The product is extracted with ether (3×200 ml). The extract is dried over MgSO4 and then evaporated under redu...